This data is from the Open Reaction Database (ORD), a public repository of structured organic reaction records. The task is: describe an organic reaction: reactants, conditions, products, and yield Reactants: O=C(O)COC1CCCC1, O=S(Cl)Cl. Yields the product O=C(Cl)COC1CCCC1. As a reaction SMILES: [CH:1]1([O:6][CH2:7][C:8](=[O:9])[OH:10])[CH2:2][CH2:3][CH2:4][CH2:5]1.[S:11]([Cl:12])([Cl:13])=[O:14]>>[CH:1]1([O:6][CH2:7][C:8](=[O:10])[Cl:13])[CH2:2][CH2:3][CH2:4][CH2:5]1. Starting materials: N[C@H](C(=O)NCCC[C@@H](CO)N(CC(C)C)S(=O)(=O)C1=CC=C(C=C1)N)CC1=CC=CC2=CC=CC=C12 ((2S,4S)-2-Amino-N-{4-[(4-amino-benzenesulfonyl)-isobutyl-amino]-5-hydroxy-pentyl}-3-naphthalen-1-yl-propionamide), N[C@H](C(=O)NCCC[C@@H](CO)N(CC(C)C)S(=O)(=O)C1=CC=C(C=C1)N)CC1=CC=CC2=CC=CC=C12 ((2S,4S)-2-Amino-N-{4-[(4-amino-benzenesulfonyl)-isobutyl-amino]-5-hydroxy-pentyl}-3-naphthalen-1-yl-propionamide), C(CCC)=O (butyraldehyde). Product: NC1=CC=C(C=C1)S(=O)(=O)N([C@@H](CCCNC([C@H](CC1=CC=CC2=CC=CC=C12)NCCCC)=O)CO)CC(C)C ((2S,4S)-N-{4-[(4-Amino-benzenesulfonyl)-isobutyl-amino]-5-hydroxy-pentyl}-2-butylamino-3-naphthalen-1-yl-propionamide). RXN SMILES: [NH2:1][C@@H:2]([CH2:27][C:28]1[C:37]2[C:32](=[CH:33][CH:34]=[CH:35][CH:36]=2)[CH:31]=[CH:30][CH:29]=1)[C:3]([NH:5][CH2:6][CH2:7][CH2:8][C@H:9]([N:12]([S:17]([C:20]1[CH:25]=[CH:24][C:23]([NH2:26])=[CH:22][CH:21]=1)(=[O:19])=[O:18])[CH2:13][CH:14]([CH3:16])[CH3:15])[CH2:10][OH:11])=[O:4].[CH:38](=O)[CH2:39][CH2:40][CH3:41]>>[NH2:26][C:23]1[CH:22]=[CH:21][C:20]([S:17]([N:12]([CH2:13][CH:14]([CH3:16])[CH3:15])[C@H:9]([CH2:10][OH:11])[CH2:8][CH2:7][CH2:6][NH:5][C:3](=[O:4])[C@@H:2]([NH:1][CH2:38][CH2:39][CH2:40][CH3:41])[CH2:27][C:28]2[C:37]3[C:32](=[CH:33][CH:34]=[CH:35][CH:36]=3)[CH:31]=[CH:30][CH:29]=2)(=[O:19])=[O:18])=[CH:25][CH:24]=1. Reported procedure: The title compound was prepared from (2S,4S)-2-amino-N-{4-[(4-amino-benzenesulfonyl)-isobutyl-amino]-5-hydroxy-pentyl}-3-naphthalen-1-yl-propionamide (product of example 8) as described in general procedure F using butyraldehyde. The final product was obtained in 13% yield.